From a dataset of the Open Reaction Database (ORD), a public repository of structured organic reaction records. describe an organic reaction: reactants, conditions, products, and yield The reactants are COC(=O)c1cccc(N2CCC(N(C)C)C2)c1, CO, [Na+], [OH-]. The product is CN(C)C1CCN(c2cccc(C(=O)O)c2)C1. RXN SMILES: [CH3:1][N:2]([CH:3]1[CH2:4][N:5]([c:8]2[cH:9][c:10]([C:11](=[O:12])[O:13][CH3:14])[cH:15][cH:16][cH:17]2)[CH2:6][CH2:7]1)[CH3:18].[CH3:21][OH:22].[Na+:20].[OH-:19]>>[CH3:1][N:2]([CH:3]1[CH2:4][N:5]([c:8]2[cH:9][c:10]([C:11](=[O:12])[OH:13])[cH:15][cH:16][cH:17]2)[CH2:6][CH2:7]1)[CH3:18]. Reactants: O=C([O-])[O-], COc1cc(N)cc(OC)c1OC, COCCOCCOC, ClCCNCCCl, Cl, [K+], [K+], [K+], [OH-], O. Product: COc1cc(N2CCNCC2)cc(OC)c1OC. Reaction SMILES: [C:22](=[O:23])([O-:24])[O-:25].[CH3:1][O:2][c:3]1[cH:4][c:5]([NH2:6])[cH:7][c:8]([O:12][CH3:13])[c:9]1[O:10][CH3:11].[CH3:31][O:32][CH2:33][CH2:34][O:35][CH2:36][CH2:37][O:38][CH3:39].[Cl:15][CH2:16][CH2:17][NH:18][CH2:19][CH2:20][Cl:21].[ClH:14].[K+:26].[K+:27].[K+:29].[OH-:28].[OH2:30]>>[CH3:1][O:2][c:3]1[cH:4][c:5]([N:6]2[CH2:16][CH2:17][NH:18][CH2:19][CH2:20]2)[cH:7][c:8]([O:12][CH3:13])[c:9]1[O:10][CH3:11]. Starting materials: C(C)SC1=CC2=C(N(C3=C(CC2=CC(=O)OCC)C=CC=C3)C)C=C1 (2-ethylthio-5-methyl-11-ethoxycarbonylmethylene-10,11-dihydro [5H] dibenzo (b,f) azepine), ice, Cl (hydrochloric acid), [OH-].[K+] (potassium hydroxide). The solvent is C(C)O (ethanol). Run at time 30 minute. The product is C(C)SC1=CC2=C(N(C3=C(C=C2CC(=O)O)C=CC=C3)C)C=C1 (2-ethylthio-5-methyl-11 -carboxymethyl [5H] dibenzo (b,f) azepine). Isolated yield 78.1%. Reaction SMILES: [CH2:1]([S:3][C:4]1[CH:25]=[CH:24][C:7]2[N:8]([CH3:23])[C:9]3[CH:22]=[CH:21][CH:20]=[CH:19][C:10]=3[CH2:11][C:12](=[CH:13][C:14]([O:16]CC)=[O:15])[C:6]=2[CH:5]=1)[CH3:2].[OH-].[K+].Cl>C(O)C>[CH2:1]([S:3][C:4]1[CH:25]=[CH:24][C:7]2[N:8]([CH3:23])[C:9]3[CH:22]=[CH:21][CH:20]=[CH:19][C:10]=3[CH:11]=[C:12]([CH2:13][C:14]([OH:16])=[O:15])[C:6]=2[CH:5]=1)[CH3:2] |f:1.2|. Reported procedure: A mixture of 27.3 g of 2-ethylthio-5-methyl-11-ethoxycarbonylmethylene-10,11-dihydro [5H] dibenzo (b,f) azepine in 750 ml of ethanol was stirred until complete dissolution occured and then 120 g of potassium hydroxide were added. The mixture was held at room temperature for 30 minutes and then was poured into a mixture of 2 kg of ice and 270 ml of hydrochloric acid. The mixture was stirred for 30 minutes and was extracted with methylene chloride. The organic phase was washed with water, dried ov... Starting materials: CC(C)COC(=O)Cl, COC(c1ccc(NC(=O)c2c(C)nn(C)c2C)cc1CC(C)C)(C(F)(F)F)C(F)(F)F, Cl, [H-], [Na+], C1CCOC1. Yields the product COC(c1ccc(N(C(=O)OCC(C)C)C(=O)c2c(C)nn(C)c2C)cc1CC(C)C)(C(F)(F)F)C(F)(F)F. RXN SMILES: [C:35]([O:36][CH2:37][CH:38]([CH3:39])[CH3:40])(=[O:41])[Cl:42].[CH2:3]([CH:4]([CH3:5])[CH3:6])[c:7]1[cH:8][c:9]([NH:24][C:25](=[O:26])[c:27]2[c:28]([CH3:34])[n:29][n:30]([CH3:33])[c:31]2[CH3:32])[cH:10][cH:11][c:12]1[C:13]([C:14]([F:15])([F:16])[F:17])([C:18]([F:19])([F:20])[F:21])[O:22][CH3:23].[ClH:43].[H-:1].[Na+:2].[O:44]1[CH2:45][CH2:46][CH2:47][CH2:48]1>>[CH2:3]([CH:4]([CH3:5])[CH3:6])[c:7]1[cH:8][c:9]([N:24]([C:25](=[O:26])[c:27]2[c:28]([CH3:34])[n:29][n:30]([CH3:33])[c:31]2[CH3:32])[C:35]([O:36][CH2:37][CH:38]([CH3:39])[CH3:40])=[O:41])[cH:10][cH:11][c:12]1[C:13]([C:14]([F:15])([F:16])[F:17])([C:18]([F:19])([F:20])[F:21])[O:22][CH3:23]. The reactants are C[O-], CN(C)C=O, Cl, N=C(N)N, [Na+], O, CCOC(=O)c1cc2c(C)c(OS(=O)(=O)O)ccc2n1C, c1ccncc1. The product is Cc1c(OS(=O)(=O)O)ccc2c1cc(C(=O)NC(=N)N)n2C. RXN SMILES: [CH3:1][O-:2].[CH3:37][N:38]([CH3:39])[CH:40]=[O:41].[ClH:4].[NH2:5][C:6](=[NH:7])[NH2:8].[Na+:3].[OH2:36].[S:15](=[O:16])(=[O:17])([O:18][c:19]1[c:20]([CH3:34])[c:21]2[cH:22][c:23]([C:29](=[O:30])[O:31][CH2:32][CH3:33])[n:24]([CH3:28])[c:25]2[cH:26][cH:27]1)[OH:35].[n:9]1[cH:10][cH:11][cH:12][cH:13][cH:14]1>>[NH:5]=[C:6]([NH:7][C:29]([c:23]1[cH:22][c:21]2[c:20]([CH3:34])[c:19]([O:18][S:15](=[O:16])(=[O:17])[OH:35])[cH:27][cH:26][c:25]2[n:24]1[CH3:28])=[O:30])[NH2:8]. The reactants are ( 100 ), C[C@H]1[C@@H]([C@H]([C@H]([C@@H](O1)OC[C@@H]2[C@H]([C@@H]([C@H]([C@@H](O2)OC3=C(OC=4C=C(C=C(C4C3=O)O)O)C=5C=CC(=C(C5)O)O)O)O)O)O)O)O (rutin), resultant mixture. Solvent: ( 1 ), Cl (hydrochloric acid). Product: C1=CC(=C(C=C1C2=C(C(=O)C=3C(=CC(=CC3O2)O)O)O)O)O.C1(=CC=CC=C1)C=CC(=O)C1=CC=CC=C1 (quercetin chalcone). RXN SMILES: C[C@@H]1O[C@@H](OC[C@H]2O[C@@H]([O:16][C:17]3[C:26](=[O:27])[C:25]4[C:24]([OH:28])=[CH:23][C:22]([OH:29])=[CH:21][C:20]=4[O:19][C:18]=3[C:30]3[CH:31]=[CH:32][C:33]([OH:37])=[C:34]([OH:36])[CH:35]=3)[C@H](O)[C@@H](O)[C@@H]2O)[C@H](O)[C@H](O)[C@H]1O>Cl>[CH:31]1[C:30]([C:18]2[O:19][C:20]3[CH:21]=[C:22]([OH:29])[CH:23]=[C:24]([OH:28])[C:25]=3[C:26](=[O:27])[C:17]=2[OH:16])=[CH:35][C:34]([OH:36])=[C:33]([OH:37])[CH:32]=1.[C:25]1([CH:26]=[CH:17][C:18]([C:30]2[CH:31]=[CH:32][CH:33]=[CH:34][CH:35]=2)=[O:19])[CH:20]=[CH:21][CH:22]=[CH:23][CH:24]=1 |f:2.3|. Procedure details: One hundred (100) grams of rutin was dissolved in one (1) liter of lN hydrochloric acid at a temperature of 80-90° C., and allowed to react at that temperature for a total of 3 hours, forming a yellowish-brown precipitate. The resultant mixture was allowed to cool to room temperature and the precipitate removed by filtration, with continual washing with distilled water, until a pH of 6.0-6.5 was obtained. The precipitate was dried and redissolved in 90% ethyl alcohol, and filtered to remove impu... Reactants: [BH4-], CC(=O)O, CO, CC1=C(C)C(=O)N(c2nc3ccc(OC(F)(F)F)cc3s2)C1=O, [Na+]. The product is CC1=C(C)C(O)N(c2nc3ccc(OC(F)(F)F)cc3s2)C1=O. RXN SMILES: [BH4-:24].[CH3:26][C:27](=[O:28])[OH:29].[CH3:30][OH:31].[F:1][C:2]([O:3][c:4]1[cH:5][c:6]2[c:7]([n:8][c:9]([N:11]3[C:12](=[O:19])[C:13]([CH3:18])=[C:14]([CH3:17])[C:15]3=[O:16])[s:10]2)[cH:20][cH:21]1)([F:22])[F:23].[Na+:25]>>[F:1][C:2]([O:3][c:4]1[cH:5][c:6]2[c:7]([n:8][c:9]([N:11]3[C:12](=[O:19])[C:13]([CH3:18])=[C:14]([CH3:17])[CH:15]3[OH:16])[s:10]2)[cH:20][cH:21]1)([F:22])[F:23]. Reactants: C(C)(=O)N1C(CC(C2=CC(=C(C=C12)C)N)(C)C1=CC=CC=C1)(C)C (1-acetyl-6-amino-4-phenyl-1,2,3,4-tetrahydro-2,2,4,7-tetramethylquinoline), C1(=CC=C(C=C1)C(=O)Cl)C1=CC=CC=C1 (4-biphenylcarbonyl chloride), N1=CC=CC=C1 (pyridine). The solvent is O1CCCC1 (tetrahydrofuran). Yields the product C(C)(=O)N1C(CC(C2=CC(=C(C=C12)C)NC(C1=CC=C(C=C1)C1=CC=CC=C1)=O)(C)C1=CC=CC=C1)(C)C (1-Acetyl-6-(4-phenylbenzoyl)amino-4-phenyl-1,2,3,4-tetrahydro-2,2,4,7-tetramethylquinoline). RXN SMILES: [C:1]([N:4]1[C:13]2[C:8](=[CH:9][C:10]([NH2:15])=[C:11]([CH3:14])[CH:12]=2)[C:7]([C:17]2[CH:22]=[CH:21][CH:20]=[CH:19][CH:18]=2)([CH3:16])[CH2:6][C:5]1([CH3:24])[CH3:23])(=[O:3])[CH3:2].[C:25]1([C:34]2[CH:39]=[CH:38][CH:37]=[CH:36][CH:35]=2)[CH:30]=[CH:29][C:28]([C:31](Cl)=[O:32])=[CH:27][CH:26]=1.N1C=CC=CC=1>O1CCCC1>[C:1]([N:4]1[C:13]2[C:8](=[CH:9][C:10]([NH:15][C:31](=[O:32])[C:28]3[CH:29]=[CH:30][C:25]([C:34]4[CH:39]=[CH:38][CH:37]=[CH:36][CH:35]=4)=[CH:26][CH:27]=3)=[C:11]([CH3:14])[CH:12]=2)[C:7]([C:17]2[CH:22]=[CH:21][CH:20]=[CH:19][CH:18]=2)([CH3:16])[CH2:6][C:5]1([CH3:24])[CH3:23])(=[O:3])[CH3:2]. Reported procedure: Acylation of 1-acetyl-6-amino-4-phenyl-1,2,3,4-tetrahydro-2,2,4,7-tetramethylquinoline (20 mg) with 4-biphenylcarbonyl chloride (100 mg) and pyridine (100 l) in tetrahydrofuran (5 ml) was performed according to the method described in example 6.